describe an organic reaction: reactants, conditions, products, and yield From a dataset of the Open Reaction Database (ORD), a public repository of structured organic reaction records. Starting materials: C[Si](C)(C)[N-][Si](C)(C)C.[Li+] (lithium bis(trimethylsilyl)amide), COC1=CC=C(C=C1)C1=C(C=C(C(=C1)C)CC(=O)OC)C (methyl (4′-methoxy-2,5-dimethyl-1,1′-biphenyl-4-yl)acetate), [Cl-].[NH4+] (ammonium chloride), CI (methyl iodide). Solvent: O1CCCC1 (tetrahydrofuran), O1CCCC1 (tetrahydrofuran). Run at time 1 hour. Yields the product COC1=CC=C(C=C1)C1=C(C=C(C(=C1)C)C(C(=O)OC)C)C (methyl 2-(4′-methoxy-2,5-dimethyl-1,1′-biphenyl-4-yl)propanoate). Yield: 80.9%. RXN SMILES: C[Si]([N-][Si](C)(C)C)(C)C.[Li+].[CH3:11][O:12][C:13]1[CH:18]=[CH:17][C:16]([C:19]2[CH:24]=[C:23]([CH3:25])[C:22]([CH2:26][C:27]([O:29][CH3:30])=[O:28])=[CH:21][C:20]=2[CH3:31])=[CH:15][CH:14]=1.[CH3:32]I.[Cl-].[NH4+]>O1CCCC1>[CH3:11][O:12][C:13]1[CH:14]=[CH:15][C:16]([C:19]2[CH:24]=[C:23]([CH3:25])[C:22]([CH:26]([CH3:32])[C:27]([O:29][CH3:30])=[O:28])=[CH:21][C:20]=2[CH3:31])=[CH:17][CH:18]=1 |f:0.1,4.5|. Procedure details: After a lithium bis(trimethylsilyl)amide 1.0M-tetrahydrofuran solution (3.86 ml, 3.86 mmol) was added to a solution of methyl (4′-methoxy-2,5-dimethyl-1,1′-biphenyl-4-yl)acetate (730 mg, 2.57 mmol) obtained in Example (105-1) in tetrahydrofuran (6 ml) at −78° C., methyl iodide (800 μl, 12.9 mmol) was added dropwise thereto and the mixture was stirred for 1 hour. A saturated aqueous ammonium chloride solution was poured into the reaction mixture and the mixture was extracted with ethyl acetate (t... Reactants: O=C([O-])[O-], CC#N, C#CCCCCCCCC, CC(C)c1cc(S(=O)(=O)[O-])cc(C(C)C)c1-c1ccccc1P(C1CCCCC1)C1CCCCC1, O=C(O)c1ccc(F)c(Cl)c1F, [Cs+], [Cs+], [Na+], O. Product: CCCCCCCCC#Cc1c(F)ccc(C(=O)O)c1F. RXN SMILES: [C:59](=[O:60])([O-:61])[O-:62].[CH3:65][C:66]#[N:67].[CH:13]#[C:14][CH2:15][CH2:16][CH2:17][CH2:18][CH2:19][CH2:20][CH2:21][CH3:22].[CH:23]1([P:24]([CH:25]2[CH2:26][CH2:27][CH2:28][CH2:29][CH2:30]2)[c:31]2[cH:32][cH:33][cH:34][cH:35][c:36]2-[c:37]2[c:38]([CH:39]([CH3:40])[CH3:41])[cH:42][c:43]([S:44]([O-:45])(=[O:46])=[O:47])[cH:48][c:49]2[CH:50]([CH3:51])[CH3:52])[CH2:53][CH2:54][CH2:55][CH2:56][CH2:57]1.[Cl:1][c:2]1[c:3]([F:12])[c:4]([C:5](=[O:6])[OH:7])[cH:8][cH:9][c:10]1[F:11].[Cs+:63].[Cs+:64].[Na+:58].[OH2:68]>>[c:2]1([C:13]#[C:14][CH2:15][CH2:16][CH2:17][CH2:18][CH2:19][CH2:20][CH2:21][CH3:22])[c:3]([F:12])[c:4]([C:5](=[O:6])[OH:7])[cH:8][cH:9][c:10]1[F:11].